From a dataset of the Open Reaction Database (ORD), a public repository of structured organic reaction records. describe an organic reaction: reactants, conditions, products, and yield Reactants: C1(=CC=CC=C1)S(=O)(=O)Cl (benzenesulfonyl chloride), N=1C=CN2C1C=C(C=C2)CNC(=O)C=2OC(=CC2)C=2CCNCC2 (N-(imidazo[1,2-a]pyridin-7-ylmethyl)-5-(1,2,3,6-tetrahydropyridin-4-yl)furan-2-carboxamide), N=1C=CN2C1C=C(C=C2)CNC(C2=CC=C(C=C2)C2CCNCC2)=O (N-(imidazo[1,2-a]pyridin-7-ylmethyl)-4-(piperidin-4-yl)benzamide). The product is N=1C=CN2C1C=C(C=C2)CNC(=O)C=2OC(=CC2)C=2CCN(CC2)S(=O)(=O)CC(C)C (N-(imidazo[1,2-a]pyridin-7-ylmethyl)-5-{1-[(2-methylpropyl)sulfonyl]-1,2,3,6-tetrahydropyridin-4-yl}furan-2-carboxamide). As a reaction SMILES: [C:1]1([S:7](Cl)(=[O:9])=[O:8])[CH:6]=[CH:5]C=CC=1.[N:11]1[CH:12]=[CH:13][N:14]2[CH:19]=[CH:18][C:17]([CH2:20][NH:21][C:22]([C:24]3[O:25][C:26]([C:29]4[CH2:30][CH2:31][NH:32][CH2:33][CH:34]=4)=[CH:27][CH:28]=3)=[O:23])=[CH:16][C:15]=12.N1[CH:36]=CN2C=CC(CNC(=O)C3C=CC(C4CCNCC4)=CC=3)=CC=12>>[N:11]1[CH:12]=[CH:13][N:14]2[CH:19]=[CH:18][C:17]([CH2:20][NH:21][C:22]([C:24]3[O:25][C:26]([C:29]4[CH2:30][CH2:31][N:32]([S:7]([CH2:1][CH:6]([CH3:5])[CH3:36])(=[O:8])=[O:9])[CH2:33][CH:34]=4)=[CH:27][CH:28]=3)=[O:23])=[CH:16][C:15]=12. Procedure: The title compound was prepared as described in Example 682, substituting 2-methylpropane sulfonyl chloride for benzenesulfonyl chloride and N-(imidazo[1,2-a]pyridin-7-ylmethyl)-5-(1,2,3,6-tetrahydropyridin-4-yl)furan-2-carboxamide for N-(imidazo[1,2-a]pyridin-7-ylmethyl)-4-(piperidin-4-yl)benzamide. 1H NMR (300 MHz, DMSO-d6). δ ppm 9.04-8.96 (m, 1H), 8.48 (dd, J=6.9, 0.9 Hz, 1H), 7.89-7.87 (m, 1H), 7.52 (d, J=1.2 Hz, 1H), 7.39 (s, 1H), 7.13 (d, J=3.5 Hz, 1H), 6.84 (dd, J=7.0, 1.7 Hz, 1H), 6.62-... Reactants: ClCCl, O=S(=O)(Cl)Cl, O=C1Nc2ccccc2Oc2cscc21. The product is O=C1Nc2ccccc2Oc2c1csc2Cl. Reaction SMILES: [CH2:21]([Cl:22])[Cl:23].[S:16]([Cl:17])(=[O:18])([Cl:19])=[O:20].[cH:1]1[s:2][cH:3][c:4]2[c:10]1[C:9](=[O:11])[NH:8][c:7]1[c:6]([cH:15][cH:14][cH:13][cH:12]1)[O:5]2>>[cH:1]1[s:2][c:3]([Cl:19])[c:4]2[c:10]1[C:9](=[O:11])[NH:8][c:7]1[c:6]([cH:15][cH:14][cH:13][cH:12]1)[O:5]2. Reactants: BrC1(C(C=C2C(=CC=C2)O1)C1=CC=CC=C1)CC(=O)O (2-bromo-3-phenyl-4-benzofuranacetic acid), C1CCCCC1 (cyclohexane), [N+](=O)([N+](=O)[O-])[O-] (dinitrogen tetroxide). Run in C(Cl)(Cl)Cl (chloroform), C(Cl)(Cl)Cl (chloroform). Run at temperature 25 celsius, time 16 hour. Product: [N+](=O)([O-])C1(C(C=C2C(=CC=C2)O1)C1=CC=CC=C1)CC(=O)O (2-nitro-3-phenyl-4-benzofuranacetic acid). Reaction SMILES: Br[C:2]1([CH2:17][C:18]([OH:20])=[O:19])[O:10][C:6]2=[CH:7][CH:8]=[CH:9][C:5]2=[CH:4][CH:3]1[C:11]1[CH:16]=[CH:15][CH:14]=[CH:13][CH:12]=1.C1CCCCC1.[N+:27]([O-:32])([N+]([O-])=O)=[O:28]>C(Cl)(Cl)Cl>[N+:27]([C:2]1([CH2:17][C:18]([OH:20])=[O:19])[O:10][C:6]2=[CH:7][CH:8]=[CH:9][C:5]2=[CH:4][CH:3]1[C:11]1[CH:16]=[CH:15][CH:14]=[CH:13][CH:12]=1)([O-:32])=[O:28]. Procedure: A solution of 2-bromo-3-phenyl-4-benzofuranacetic acid (12.1 g., 0.0365 mole) and cyclohexane (3.3 g., 0.04 mole) in 100 ml. of chloroform is treated with 5 g. of dinitrogen tetroxide in 20 ml. of chloroform dropwise. The mixture is stirred for 16 hours at about 25° C. then at 50°-55° C. for about 20 minutes. The mixture is washed with water, and the organic layer is treated with an aqueous base. The aqueous layer is acidified, then extracted with dichloromethane. The organic layer is washed thr... The reactants are COC([C@@H](NCCC1=CN=C(N1CC1=C(C=CC=C1)Cl)CCCC)CC1=CC=CC=C1)=O (N-[2-{1-[(2-chlorophenyl)methyl]-2-n-butyl-1H-imidazol-5 -yl}ethyl]phenylalanine methyl ester), O (water), C(C)O (ethanol), COC([C@@H](NCCC1=CN=C(N1CC1=C(C=CC=C1)Cl)CCCC)CC1=CC=CC=C1)=O (N-[2-{1-[(2-chlorophenyl)methyl]-2-n-butyl-1H-imidazol -5-yl}ethyl]phenylalanine methyl ester), [OH-].[K+] (potassium hydroxide). Solvent: CCOCC (ether). The product is ClC1=C(C=CC=C1)CN1C(=NC=C1CCN[C@@H](CC1=CC=CC=C1)C(=O)O)CCCC (N-[2-{1 [(2-chlorophenyl)methyl]-2-n-butyl-1H-imidazol-5-yl}ethyl]phenylalanine). Reaction SMILES: C[O:2][C:3](=[O:32])[C@H:4]([CH2:25][C:26]1[CH:31]=[CH:30][CH:29]=[CH:28][CH:27]=1)[NH:5][CH2:6][CH2:7][C:8]1[N:12]([CH2:13][C:14]2[CH:19]=[CH:18][CH:17]=[CH:16][C:15]=2[Cl:20])[C:11]([CH2:21][CH2:22][CH2:23][CH3:24])=[N:10][CH:9]=1.[OH-].[K+].O.C(O)C>CCOCC>[Cl:20][C:15]1[CH:16]=[CH:17][CH:18]=[CH:19][C:14]=1[CH2:13][N:12]1[C:8]([CH2:7][CH2:6][NH:5][C@H:4]([C:3]([OH:32])=[O:2])[CH2:25][C:26]2[CH:31]=[CH:30][CH:29]=[CH:28][CH:27]=2)=[CH:9][N:10]=[C:11]1[CH2:21][CH2:22][CH2:23][CH3:24] |f:1.2|. Procedure details: The procedure of Example 2 (ii) was followed using 0.9 g (1.99 mmol) of N-[2-{1-[(2-chlorophenyl)methyl]-2-n-butyl-1H-imidazol -5-yl}ethyl]phenylalanine methyl ester, 0.33 g of potassium hydroxide, 15 ml of water and 25 ml of ethanol to afford after workup 0.54 q of product. Trituration with ether provided the title compound; mp 78°-80° C. (free base) and mp 232°-233° C. (for the dihydrochloride salt). Starting materials: C1CCOC1, Cl, [H-], CCI, [Na+], O, c1cncc(-c2c[nH]cn2)c1. Yields the product CCn1cnc(-c2cccnc2)c1. As a reaction SMILES: [CH2:18]1[O:19][CH2:20][CH2:21][CH2:22]1.[ClH:17].[H-:12].[I:14][CH2:15][CH3:16].[Na+:13].[OH2:23].[nH:1]1[cH:2][n:3][c:4](-[c:6]2[cH:7][n:8][cH:9][cH:10][cH:11]2)[cH:5]1>>[n:1]1([CH2:15][CH3:16])[cH:2][n:3][c:4](-[c:6]2[cH:7][n:8][cH:9][cH:10][cH:11]2)[cH:5]1. The reactants are NC(=O)c1cncc(Br)c1, CNC1CCCCC1NC, CCO, [Cu]I, [N-]=[N+]=[N-], [Na+], O. The product is [N-]=[N+]=Nc1cncc(C(N)=O)c1. As a reaction SMILES: [Br:1][c:2]1[cH:3][n:4][cH:5][c:6]([C:7](=[O:8])[NH2:9])[cH:10]1.[CH3:15][NH:16][CH:17]1[CH2:18][CH2:19][CH2:20][CH2:21][CH:22]1[NH:23][CH3:24].[CH3:25][CH2:26][OH:27].[Cu:29][I:30].[N-:12]=[N+:13]=[N-:14].[Na+:11].[OH2:28]>>[c:2]1([N:12]=[N+:13]=[N-:14])[cH:3][n:4][cH:5][c:6]([C:7](=[O:8])[NH2:9])[cH:10]1. The reactants are C[Si](C)(C)C1(C=CC=C1)[Si](C)(C)C (Bis-(trimethylsilyl)-cyclopentadiene), B(Cl)(Cl)Cl (BCl3). Conditions: time 2 hour. Yields the product C[Si](C)(C)C1(C=CC=C1)B(Cl)Cl (Trimethylsilyl-cyclopentadienyl-dichloroborane). Yield: 84.7%. As a reaction SMILES: [CH3:1][Si:2]([C:5]1([Si](C)(C)C)[CH:9]=[CH:8][CH:7]=[CH:6]1)([CH3:4])[CH3:3].[B:14](Cl)([Cl:16])[Cl:15]>>[CH3:1][Si:2]([C:5]1([B:14]([Cl:16])[Cl:15])[CH:9]=[CH:8][CH:7]=[CH:6]1)([CH3:4])[CH3:3]. Reported procedure: 16 g (0.076 mol) of the compound 1 were introduced into a round-bottomed flask equipped with a dry ice cooling bath. 8.9 g (0.076 mol) of BCl3 were condensed at -78° C. in a Schlenk tube and then added dropwise to the round-bottomed flask over a period of 5 minutes. The reaction mixture was warmed slowly to room temperature in the course of 1 hour and then kept at 55 to 60° C. for a further 2 hours. All the volatile compounds were removed in vacuo (3 mm Hg=4 mbar). Subsequent distillation at 39°...